This data is from the Open Reaction Database (ORD), a public repository of structured organic reaction records. The task is: describe an organic reaction: reactants, conditions, products, and yield Starting materials: Cl.C(C1=CC=CC=C1)OC1=CC=C(N)C=C1 (4-benzyloxyaniline hydrochloride), C1CC2=CC=CC=C2CC1=O (β-tetralone), C(#N)[BH3-].[Na+] (sodium cyanoborohydride), 3A. The solvent is CO (MeOH). Yields the product C(C1=CC=CC=C1)OC1=CC=C(NC2CC3=CC=CC=C3CC2)C=C1 (4-Benzyloxy-N-(1,2,3,4-tetrahydro-2-naphthalenyl)aniline). The yield is 92.5%. RXN SMILES: Cl.[CH2:2]([O:9][C:10]1[CH:16]=[CH:15][C:13]([NH2:14])=[CH:12][CH:11]=1)[C:3]1[CH:8]=[CH:7][CH:6]=[CH:5][CH:4]=1.[CH2:17]1[C:26](=O)[CH2:25][C:24]2[C:19](=[CH:20][CH:21]=[CH:22][CH:23]=2)[CH2:18]1.C([BH3-])#N.[Na+]>CO>[CH2:2]([O:9][C:10]1[CH:11]=[CH:12][C:13]([NH:14][CH:21]2[CH2:22][CH2:23][C:24]3[C:19](=[CH:18][CH:17]=[CH:26][CH:25]=3)[CH2:20]2)=[CH:15][CH:16]=1)[C:3]1[CH:4]=[CH:5][CH:6]=[CH:7][CH:8]=1 |f:0.1,3.4|. Reported procedure: A solution of 1.00 g (4.2 mmol, Aldrich) of 4-benzyloxyaniline hydrochloride, 560 μl (4.24 mmol, Aldrich) of β-tetralone and 132 mg (2.10 mmol) of sodium cyanoborohydride in 30 ml of MeOH over 3A molecular sieves was stirred at room temperature for 2.5 hours. The mixture was filtered, EtOAc was added and this was washed with saturated NaHCO3 twice. The organic layer was dried (MgSO4) and concentrated in vacuo. Purification via flash chromatography (silica gel, 1:10 EtOAc/petroleum ether) afforde...